Dataset: the Open Reaction Database (ORD), a public repository of structured organic reaction records. Task: describe an organic reaction: reactants, conditions, products, and yield The reactants are BrC(CCC(=O)Cl)C (4-bromovaleroyl chloride), CC1CCNCC1 (4-methylpiperidine), O (water). Run in C(C)#N (acetonitrile). Reaction conditions: time 2 hour. The product is BrC(CCC(=O)N1CCC(CC1)C)C (1-(4-bromovaleroyl)-4-methylpiperidine). The yield is 74.7%. RXN SMILES: [CH3:1][CH:2]1[CH2:7][CH2:6][NH:5][CH2:4][CH2:3]1.[Br:8][CH:9]([CH3:15])[CH2:10][CH2:11][C:12](Cl)=[O:13].O>C(#N)C>[Br:8][CH:9]([CH3:15])[CH2:10][CH2:11][C:12]([N:5]1[CH2:6][CH2:7][CH:2]([CH3:1])[CH2:3][CH2:4]1)=[O:13]. Procedure: 1.09 g of 4-methylpiperidine was dissolved in 10 ml of acetonitrile and added dropwise with 1.09 g of 4-bromovaleroyl chloride. The reaction mixture was stirred for 2 hours, then poured into water and extracted with ethyl acetate. The organic layer was washed with wafer and dried over sodium sulfate, and then the solvent was evaporated under reduced pressure to obtain 1.07 g of the title compound (yield: 82%). Reactants: N,N-Dicyclohexylcarbodiimide, CS(=O)C.C1=CC=CC=C1 (dimethyl sulfoxide benzene), FC(C(=O)O)(F)F (trifluoroacetic acid), primary alcohol, CC1(OCCN2C1=C(C=1C=CC=CC21)C)CCCO (1,10-dimethyl-3,4-dihydro-1H-1,4-oxazino[4,3-a]indole-1-propanol), C(C(=O)O)(=O)O (oxalic acid). Solvent: CO (methanol), N1=CC=CC=C1 (pyridine), O (water), CCOCC (ether). Run at time 5 hour. Product: CC1(OCCN2C1=C(C=1C=CC=CC21)C)CCC=O (1,10-Dimethyl-3,4-dihydro-1H-1,4-oxazino[4,3-a]indole-1-propionaldehyde). As a reaction SMILES: [CH3:1][C:2]1([CH2:16][CH2:17][CH2:18][OH:19])[C:7]2=[C:8]([CH3:15])[C:9]3[CH:10]=[CH:11][CH:12]=[CH:13][C:14]=3[N:6]2[CH2:5][CH2:4][O:3]1.CS(C)=O.C1C=CC=CC=1.FC(F)(F)C(O)=O.C(O)(=O)C(O)=O>O.CO.CCOCC.N1C=CC=CC=1>[CH3:1][C:2]1([CH2:16][CH2:17][CH:18]=[O:19])[C:7]2=[C:8]([CH3:15])[C:9]3[CH:10]=[CH:11][CH:12]=[CH:13][C:14]=3[N:6]2[CH2:5][CH2:4][O:3]1 |f:1.2|. Reported procedure: N,N-Dicyclohexylcarbodiimide (2.87 g.) is added to a cooled, stirred solution of the primary alcohol, 1,10-dimethyl-3,4-dihydro-1H-1,4-oxazino[4,3-a]indole-1-propanol (1.0 g.), described in Example 462, in 10 ml. of dimethyl sulfoxide-benzene (2:1) containing trifluoroacetic acid (0.18 ml.) and pyridine (0.38 ml.). The reaction is stirred at room temperature under nitrogen for 5 hr. The reaction mixture is now diluted with 100 ml. of ether, followed by the dropwise addition of a solution of oxal... Starting materials: ClC(Cl)Cl, O=C(Nc1c(Cl)cncc1Cl)c1ccc(OCC2CC2)c2oc3ccccc3c12, O=C(OO)c1cccc(Cl)c1. The product is O=C(c1ccc(OCC2CC2)c2oc3ccccc3c12)[NH+]([O-])c1c(Cl)cncc1Cl. RXN SMILES: [CH:41]([Cl:42])([Cl:43])[Cl:44].[Cl:1][c:2]1[cH:3][n:4][cH:5][c:6]([Cl:29])[c:7]1[NH:8][C:9](=[O:10])[c:11]1[cH:12][cH:13][c:14]([O:24][CH2:25][CH:26]2[CH2:27][CH2:28]2)[c:15]2[o:16][c:17]3[c:18]([c:19]12)[cH:20][cH:21][cH:22][cH:23]3.[Cl:30][c:31]1[cH:32][cH:33][cH:34][c:35]([C:36]([O:37][OH:39])=[O:38])[cH:40]1>>[Cl:1][c:2]1[cH:3][n:4][cH:5][c:6]([Cl:29])[c:7]1[NH+:8]([C:9](=[O:10])[c:11]1[cH:12][cH:13][c:14]([O:24][CH2:25][CH:26]2[CH2:27][CH2:28]2)[c:15]2[o:16][c:17]3[c:18]([c:19]12)[cH:20][cH:21][cH:22][cH:23]3)[O-:38].